Dataset: the Open Reaction Database (ORD), a public repository of structured organic reaction records. Task: describe an organic reaction: reactants, conditions, products, and yield Starting materials: OC1CCc2cc(Br)ccc21, ClCCl, O=S(Cl)Cl. The product is ClC1CCc2cc(Br)ccc21. Reaction SMILES: [Br:1][c:2]1[cH:3][c:4]2[c:8]([cH:9][cH:10]1)[CH:7]([OH:11])[CH2:6][CH2:5]2.[Cl:16][CH2:17][Cl:18].[S:12]([Cl:13])([Cl:14])=[O:15]>>[Br:1][c:2]1[cH:3][c:4]2[c:8]([cH:9][cH:10]1)[CH:7]([Cl:14])[CH2:6][CH2:5]2.